describe an organic reaction: reactants, conditions, products, and yield From a dataset of the Open Reaction Database (ORD), a public repository of structured organic reaction records. The reactants are CS(C)=O, CCN(C(C)C)C(C)C, O, c1ccc(-c2nsc(N3CCNCC3)n2)cc1, O=C(Nc1nc2ccccc2s1)OCC(Cl)(Cl)Cl. The product is O=C(Nc1nc2ccccc2s1)N1CCN(c2nc(-c3ccccc3)ns2)CC1. As a reaction SMILES: [CH3:46][S:47](=[O:48])[CH3:49].[CH:36]([N:37]([CH:38]([CH3:39])[CH3:40])[CH2:41][CH3:42])([CH3:43])[CH3:44].[OH2:45].[c:19]1(-[c:25]2[n:26][s:27][c:28]([N:30]3[CH2:31][CH2:32][NH:33][CH2:34][CH2:35]3)[n:29]2)[cH:20][cH:21][cH:22][cH:23][cH:24]1.[s:1]1[c:2]([NH:10][C:11]([O:12][CH2:13][C:14]([Cl:15])([Cl:16])[Cl:17])=[O:18])[n:3][c:4]2[c:5]1[cH:6][cH:7][cH:8][cH:9]2>>[s:1]1[c:2]([NH:10][C:11](=[O:18])[N:33]2[CH2:32][CH2:31][N:30]([c:28]3[s:27][n:26][c:25](-[c:19]4[cH:20][cH:21][cH:22][cH:23][cH:24]4)[n:29]3)[CH2:35][CH2:34]2)[n:3][c:4]2[c:5]1[cH:6][cH:7][cH:8][cH:9]2. Reactants: Cl.CN(O)C (N,N-dimethylhydroxylaminehydrochloride), C([O-])([O-])=O.[Cs+].[Cs+] (dicesium carbonate), ClC1=CC=C(C=N1)[C@H](C)NC(=O)[C@@H]1[C@H](C1)C1=CC=CC=C1 ((1S,2S)-2-Phenyl-cyclopropanecarboxylic acid [(S)-1-(6-chloro-pyridin-3-yl)-ethyl]-amide), ClC1=CC=C(C=N1)[C@H](C)NC(=O)[C@@H]1[C@H](C1)C1=CC=CC=C1 ((1S,2S)-2-Phenyl-cyclopropanecarboxylic acid [(S)-1-(6-chloro-pyridin-3-yl)-ethyl]-amide), CN(C)C=O (DMF). The solvent is [Cl-].[Na+].O (brine). Product: O1CC(C1)OC=1C=C(C=NC1)[C@H](C)NC(=O)[C@@H]1[C@H](C1)C1=CC=CC=C1 ((1S,2S)-2-Phenyl-cyclopropanecarboxylic acid {(S)-1-[5-(oxetan-3-yloxy)pyridin-3-yl]-ethyl}-amide). Reaction SMILES: Cl[C:2]1[N:7]=[CH:6][C:5]([C@@H:8]([NH:10][C:11]([C@H:13]2[CH2:15][C@@H:14]2[C:16]2[CH:21]=[CH:20][CH:19]=[CH:18][CH:17]=2)=[O:12])[CH3:9])=[CH:4][CH:3]=1.Cl.[CH3:23]N(C)O.[C:27](=[O:30])([O-])[O-].[Cs+].[Cs+].CN([CH:36]=[O:37])C>[Cl-].[Na+].O>[O:37]1[CH2:36][CH:27]([O:30][C:3]2[CH:4]=[C:5]([C@@H:8]([NH:10][C:11]([C@H:13]3[CH2:15][C@@H:14]3[C:16]3[CH:21]=[CH:20][CH:19]=[CH:18][CH:17]=3)=[O:12])[CH3:9])[CH:6]=[N:7][CH:2]=2)[CH2:23]1 |f:1.2,3.4.5,7.8.9|. Procedure: (1S,2S)-2-Phenyl-cyclopropanecarboxylic acid [(S)-1-(6-chloro-pyridin-3-yl)-ethyl]-amide (Compound 18) (2.00 g, 6.65 mmol) was dissolved in DMF (40 ml). N,N-dimethylhydroxylaminehydrochloride (5.00 g, 51.2 mmol) and dicesium carbonate (25 g, 76.7 mmol) were added and the mixture was heated at 95 C 3 days. The mixture was poured out into brine and extracted with EtOAc. The organic layer was washed with brine, dried (MgSO4) and was filtered and then evaporated to dryness. The residue was transferr... Starting materials: Ferric chloride, ClC1=C(C=C(N=N1)NN=CC1=CC(=CC(=C1)F)F)C1CCC1 (N-(6-chloro-5-cyclobutylpyridazin-3-yl)-N′-(3,5-difluorobenzylidene)hydrazine). The solvent is C(C)O (ethanol), C(C)O (ethanol). Run at temperature 70 celsius. Yields the product ClC=1C(=CC=2N(N1)C(=NN2)C2=CC(=CC(=C2)F)F)C2CCC2 (6-Chloro-7-cyclobutyl-3-(3,5-difluorophenyl)-1,2,4-triazolo[4,3-b]pyridazine). RXN SMILES: [Cl:1][C:2]1[N:7]=[N:6][C:5]([NH:8][N:9]=[CH:10][C:11]2[CH:16]=[C:15]([F:17])[CH:14]=[C:13]([F:18])[CH:12]=2)=[CH:4][C:3]=1[CH:19]1[CH2:22][CH2:21][CH2:20]1>C(O)C>[Cl:1][C:2]1[C:3]([CH:19]2[CH2:20][CH2:21][CH2:22]2)=[CH:4][C:5]2[N:6]([C:10]([C:11]3[CH:16]=[C:15]([F:17])[CH:14]=[C:13]([F:18])[CH:12]=3)=[N:9][N:8]=2)[N:7]=1. Procedure details: Ferric chloride (3.423 g, 12.66 mmol) in ethanol (15 ml) was added dropwise to a solution of N-(6-chloro-5-cyclobutylpyridazin-3-yl)-N′-(3,5-difluorobenzylidene)hydrazine (0.816 g, 2.53 mmol) in ethanol (35 ml) and heated at 70° C. After 3 hours the reaction mixture was partitioned between dichloromethane (250 ml) and brine (250 ml). The organic phase was dried (MgSO4), filtered and evaporated. The residue was purified by chromatography on silica gel, eluting with ethyl acetate-hexane mixtures t... Reactants: C(C1=CC=CC=C1)C1(C(NC2=CC=C(C=C12)Cl)=O)N1[C@H](C(=O)N(C)C)C[C@H](C1)F ((4R)-1-(3-benzyl-5-chloro-2-oxo-2,3-dihydro-1H-indol-3-yl)-4-fluoro-N,N-dimethyl-L-prolinamide), COC1=CC(=C(C=C1)S(=O)(=O)Cl)OC(F)(F)F (4-methoxy-2-(trifluoromethoxy)benzene sulfonyl chloride). Product: C(C1=CC=CC=C1)C1(C(N(C2=CC=C(C=C12)Cl)S(=O)(=O)C1=C(C=C(C=C1)OC)OC(F)(F)F)=O)N1[C@H](C(=O)N(C)C)C[C@H](C1)F ((4R)-1-(3-benzyl-5-chloro-1-{[4-methoxy-2-(trifluoromethoxy)phenyl]sulfonyl}-2-oxo-2,3-dihydro-1H-indol-3-yl)-4-fluoro-N,N-dimethyl-L-prolinamide). The yield is 47.8%. As a reaction SMILES: [CH2:1]([C:8]1([N:19]2[CH2:28][C@H:27]([F:29])[CH2:26][C@H:20]2[C:21]([N:23]([CH3:25])[CH3:24])=[O:22])[C:16]2[C:11](=[CH:12][CH:13]=[C:14]([Cl:17])[CH:15]=2)[NH:10][C:9]1=[O:18])[C:2]1[CH:7]=[CH:6][CH:5]=[CH:4][CH:3]=1.[CH3:30][O:31][C:32]1[CH:37]=[CH:36][C:35]([S:38](Cl)(=[O:40])=[O:39])=[C:34]([O:42][C:43]([F:46])([F:45])[F:44])[CH:33]=1>>[CH2:1]([C:8]1([N:19]2[CH2:28][C@H:27]([F:29])[CH2:26][C@H:20]2[C:21]([N:23]([CH3:25])[CH3:24])=[O:22])[C:16]2[C:11](=[CH:12][CH:13]=[C:14]([Cl:17])[CH:15]=2)[N:10]([S:38]([C:35]2[CH:36]=[CH:37][C:32]([O:31][CH3:30])=[CH:33][C:34]=2[O:42][C:43]([F:44])([F:45])[F:46])(=[O:40])=[O:39])[C:9]1=[O:18])[C:2]1[CH:7]=[CH:6][CH:5]=[CH:4][CH:3]=1. Reported procedure: With 87 mg of the compound obtained in Step 30-2 and of 74 mg 4-methoxy-2-(trifluoromethoxy)benzene sulfonyl chloride as starting materials, 67 mg of the title compound (colorless solid) was obtained by a similar method to Example 2. Starting materials: [H][H] (hydrogen), CC=1C=C(C=C2CN(C(C12)=O)CC1=CC=C(C=C1)Cl)C#CCN1CCN(CC1)C (7-methyl-2-(4-chloro-benzyl)-5-[3-(4-methyl-piperazin-1-yl)-prop-1-ynyl)-2,3-dihydro-isoindol-1-one), C(Cl)(Cl)Cl.CO (CHCl3 MeOH). Reagents/catalysts: [C].[Pd] (palladium-carbon). Solvent: C(C)O (ethanol). The product is CC=1C=C(C=C2CN(C(C12)=O)CC1=CC=C(C=C1)Cl)CCCN1CCN(CC1)C (7-methyl-2-(4-chloro-benzyl)-5-[3-(4-methyl-piperazin-1-yl)-propyl]-2,3-dihydro-isoindol-1-one). Yield: 63.7%. Reaction SMILES: [CH3:1][C:2]1[CH:3]=[C:4]([C:20]#[C:21][CH2:22][N:23]2[CH2:28][CH2:27][N:26]([CH3:29])[CH2:25][CH2:24]2)[CH:5]=[C:6]2[C:10]=1[C:9](=[O:11])[N:8]([CH2:12][C:13]1[CH:18]=[CH:17][C:16]([Cl:19])=[CH:15][CH:14]=1)[CH2:7]2.[H][H].C(Cl)(Cl)Cl.CO>C(O)C.[C].[Pd]>[CH3:1][C:2]1[CH:3]=[C:4]([CH2:20][CH2:21][CH2:22][N:23]2[CH2:28][CH2:27][N:26]([CH3:29])[CH2:25][CH2:24]2)[CH:5]=[C:6]2[C:10]=1[C:9](=[O:11])[N:8]([CH2:12][C:13]1[CH:14]=[CH:15][C:16]([Cl:19])=[CH:17][CH:18]=1)[CH2:7]2 |f:2.3,5.6|. Procedure details: A mixture of 7-methyl-2-(4-chloro-benzyl)-5-[3-(4-methyl-piperazin-1-yl)-prop-1-ynyl)-2,3-dihydro-isoindol-1-one (0.100 g, 0.24 mmol) and 10% palladium-carbon (0.015 g) in ethanol (25 mL) was reduced under 45 p.s.i. hydrogen. Workup and silica gel column chromatography using 5:1 CHCl3-MeOH afforded 7-methyl-2-(4-chloro-benzyl)-5-[3-(4-methyl-piperazin-1-yl)-propyl]-2,3-dihydro-isoindol-1-one (0.063 g, 64%). 1H NMR (300 MHz, CDCl3): δ (ppm) 1.79 (m, 2H), 2.24-2.77 (m, 18H), 4.15 (s, 2H), 4.72 (s,... The reactants are CC(C)(C)CNC(=O)NCCCl, CCO, Cl, O=N[O-], [Na+], O. Yields the product CC(C)(C)CNC(=O)N(CCCl)N=O. Reaction SMILES: [CH2:1]([C:2]([CH3:3])([CH3:4])[CH3:5])[NH:6][C:7](=[O:8])[NH:9][CH2:10][CH2:11][Cl:12].[CH3:13][CH2:14][OH:15].[ClH:20].[N:16](=[O:17])[O-:18].[Na+:19].[OH2:21]>>[CH2:1]([C:2]([CH3:3])([CH3:4])[CH3:5])[NH:6][C:7](=[O:8])[N:9]([CH2:10][CH2:11][Cl:12])[N:16]=[O:17]. Reactants: CNC(=O)NC (1,3-dimethyl urea), C1(=CC=CC=C1)N=C=O (phenylisocyanate). Solvent: O1CCOCC1 (dioxane). Conditions: time 15 hour. Product: CNC(=O)N(C(=O)NC1=CC=CC=C1)C (1,3-dimethyl-5-phenylbiuret). The yield is 60.3%. Reaction SMILES: [CH3:1][NH:2][C:3]([NH:5][CH3:6])=[O:4].[C:7]1([N:13]=[C:14]=[O:15])[CH:12]=[CH:11][CH:10]=[CH:9][CH:8]=1>O1CCOCC1>[CH3:1][NH:2][C:3]([N:5]([CH3:6])[C:14]([NH:13][C:7]1[CH:12]=[CH:11][CH:10]=[CH:9][CH:8]=1)=[O:15])=[O:4]. Procedure details: In 50 ml of anhydrous dioxane, 3.5 g (0.04 mol) of 1,3-dimethyl urea was dissolved, and under stirring 4.8 g (0.04 mol) of phenylisocyanate was added thereinto. The reaction was carried out at a room temperature for 15 hours, then the reaction mixture was treated a procedure same as in Example 1. The residue thus obtained was recrystallized from ethanol-petroleum ether to obtain 5.0 g (yield 60%) of 1,3-dimethyl-5-phenylbiuret having a melting point of 93°-95° C.